From a dataset of the Open Reaction Database (ORD), a public repository of structured organic reaction records. describe an organic reaction: reactants, conditions, products, and yield Starting materials: ClC1=NC(=C2N=CN(C2=N1)[C@H]1[C@H](OC(C)=O)[C@H](OC(C)=O)[C@H](O1)COC1CC1)Cl (2,6-dichloro-9-(2,3-di-O-acetyl-5-O-cyclopropyl-β-D-ribofuranosyl)-purine), IC=1C=C(CN)C=CC1 (3-iodobenzylamine), Cl (HCl). Product: IC=1C=C(CNC=2C=3N=CN([C@H]4[C@H](O)[C@H](O)[C@@H](COC5CC5)O4)C3N=C(N2)Cl)C=CC1 (N6-(3-Iodobenzyl)-2-chloro-5′-O-cyclopropyladenosine). As a reaction SMILES: [Cl:1][C:2]1[N:10]=[C:9]2[C:5]([N:6]=[CH:7][N:8]2[C@@H:11]2[O:23][C@H:22]([CH2:24][O:25][CH:26]3[CH2:28][CH2:27]3)[C@@H:17]([O:18]C(=O)C)[C@H:12]2[O:13]C(=O)C)=[C:4](Cl)[N:3]=1.[I:30][C:31]1[CH:32]=[C:33]([CH:36]=[CH:37][CH:38]=1)[CH2:34][NH2:35].Cl>>[I:30][C:31]1[CH:32]=[C:33]([CH:36]=[CH:37][CH:38]=1)[CH2:34][NH:35][C:4]1[C:5]2[N:6]=[CH:7][N:8]([C:9]=2[N:10]=[C:2]([Cl:1])[N:3]=1)[C@@H:11]1[O:23][C@H:22]([CH2:24][O:25][CH:26]2[CH2:28][CH2:27]2)[C@@H:17]([OH:18])[C@H:12]1[OH:13]. Reported procedure: Method B. The reaction was carried out with 2,6-dichloro-9-(2,3-di-O-acetyl-5-O-cyclopropyl-β-D-ribofuranosyl)-purine (65, 483 mg, 1.08 mmol) and 3-iodobenzylamine.HCl (1.63 mmol, 439 mg). The mixture was purified by column chromatography (eluens 5% MeOH in CH2Cl2). Yield 435 mg (0.78 mmol, 72%), mp 94–96° C.; Rf 0.49 (10% MeOH in CH2Cl2); 1H NMR (DMSO-d6) δ 8.93 (t, 1H, J=6.18 Hz, NH), 8.33 (s, 1H, H-8), 7.73 (s, 1H, CCHCI), 7.59 (d, 1H, J=7.90 Hz, CCHCHCH), 7.34 (d, 1H, J=7.55 Hz, CCHCH), 7.11...